Task: describe an organic reaction: reactants, conditions, products, and yield. Dataset: the Open Reaction Database (ORD), a public repository of structured organic reaction records Starting materials: C(C)(C)(C)OC(NCCN(CCC1=CC=CC=C1)C(CBr)=O)=O (2-[(bromoacetyl)(2-phenylethyl)amino]ethyl carbamic acid tert-butyl ester), FC(C(=O)O)(F)F (trifluoroacetic acid). Run in C(Cl)Cl (CH2Cl2). Run at time 1 hour. Yields the product C1(=CC=CC=C1)CCN1C(CNCC1)=O (1-(2-Phenylethyl)piperazin-2-one). Isolated yield 256.4%. RXN SMILES: C(OC(=O)[NH:7][CH2:8][CH2:9][N:10]([C:19](=[O:22])[CH2:20]Br)[CH2:11][CH2:12][C:13]1[CH:18]=[CH:17][CH:16]=[CH:15][CH:14]=1)(C)(C)C.FC(F)(F)C(O)=O>C(Cl)Cl>[C:13]1([CH2:12][CH2:11][N:10]2[CH2:9][CH2:8][NH:7][CH2:20][C:19]2=[O:22])[CH:14]=[CH:15][CH:16]=[CH:17][CH:18]=1. Procedure details: To a solution of 2-[(bromoacetyl)(2-phenylethyl)amino]ethyl carbamic acid tert-butyl ester (0.81 g, 2.1 mmol) in CH2Cl2 (25 mL) was added trifluoroacetic acid (2.5 mL) and the mixture stirred for 1 h. The solvent was removed in vacuo and the residue azeotroped with toluene (10 mL) and CH2Cl2 (2×10 mL). The crude amine (1.1 g) was isolated as its trifluoroacetate salt, as a pale yellow oil and used crude in the subsequent reaction. The reactants are C1(CC1)COC1=C(C=CC(=C1)F)C1=C2C(=NC=C1)C(=C(N2COCC[Si](C)(C)C)C)C(=O)O (7-[2-(cyclopropylmethoxy)-4-fluorophenyl]-2-methyl-1-{[2-(trimethylsilyl)ethoxy]methyl}-1H-pyrrolo[3,2-b]pyridine-3-carboxylic acid), N[C@H]1CC[C@H](CC1)NC(OC(C)(C)C)=O (tert-butyl cis-(4-amino-cyclohexyl)-carbamate). The product is C1(CC1)COC1=C(C=CC(=C1)F)C1=C2C(=NC=C1)C(=C(N2COCC[Si](C)(C)C)C)C(=O)N[C@H]2CC[C@H](CC2)NC(OC(C)(C)C)=O (tert-Butyl (cis-4-{[(7-[2-(cyclopropylmethoxy)-4-fluorophenyl]-2-methyl-1-{[2-(trimethylsilyl)ethoxy]methyl}-1H-pyrrolo[3,2-b]pyridin-3-yl)carbonyl]amino}cyclohexyl)carbamate). RXN SMILES: [CH:1]1([CH2:4][O:5][C:6]2[CH:11]=[C:10]([F:12])[CH:9]=[CH:8][C:7]=2[C:13]2[CH:18]=[CH:17][N:16]=[C:15]3[C:19]([C:31]([OH:33])=O)=[C:20]([CH3:30])[N:21]([CH2:22][O:23][CH2:24][CH2:25][Si:26]([CH3:29])([CH3:28])[CH3:27])[C:14]=23)[CH2:3][CH2:2]1.[NH2:34][C@@H:35]1[CH2:40][CH2:39][C@H:38]([NH:41][C:42](=[O:48])[O:43][C:44]([CH3:47])([CH3:46])[CH3:45])[CH2:37][CH2:36]1>>[CH:1]1([CH2:4][O:5][C:6]2[CH:11]=[C:10]([F:12])[CH:9]=[CH:8][C:7]=2[C:13]2[CH:18]=[CH:17][N:16]=[C:15]3[C:19]([C:31]([NH:34][C@@H:35]4[CH2:40][CH2:39][C@H:38]([NH:41][C:42](=[O:48])[O:43][C:44]([CH3:46])([CH3:45])[CH3:47])[CH2:37][CH2:36]4)=[O:33])=[C:20]([CH3:30])[N:21]([CH2:22][O:23][CH2:24][CH2:25][Si:26]([CH3:27])([CH3:28])[CH3:29])[C:14]=23)[CH2:3][CH2:2]1. Procedure: Starting from 7-[2-(cyclopropylmethoxy)-4-fluorophenyl]-2-methyl-1-{[2-(trimethylsilyl)ethoxy]methyl}-1H-pyrrolo[3,2-b]pyridine-3-carboxylic acid (example D.c2) and commercially available tert-butyl cis-(4-amino-cyclohexyl)-carbamate the title compound is obtained as pale yellow viscous oil. Starting materials: [Al+3], CCc1ccccc1, [Cl-], [Cl-], [Cl-], Cl, O=C1OC(=O)c2ccccc21. Yields the product CCc1ccc(C(=O)c2ccccc2C(=O)O)cc1. Reaction SMILES: [Al+3:2].[CH2:16]([CH3:17])[c:18]1[cH:19][cH:20][cH:21][cH:22][cH:23]1.[Cl-:1].[Cl-:3].[Cl-:4].[ClH:24].[O:5]=[C:6]1[O:7][C:8](=[O:9])[c:10]2[cH:11][cH:12][cH:13][cH:14][c:15]21>>[O:5]=[C:6]([OH:7])[c:15]1[c:10]([C:8](=[O:9])[c:21]2[cH:20][cH:19][c:18]([CH2:16][CH3:17])[cH:23][cH:22]2)[cH:11][cH:12][cH:13][cH:14]1. The reactants are C1CCOC1, O=C(Cl)Oc1ccccc1, [K+], [K+], CCOC(=O)c1cccc(-n2nc(C(C)(C)C)cc2N)c1, O=C([O-])[O-]. The product is CCOC(=O)c1cccc(-n2nc(C(C)(C)C)cc2NC(=O)Oc2ccccc2)c1. RXN SMILES: [CH2:38]1[O:39][CH2:40][CH2:41][CH2:42]1.[Cl:28][C:29](=[O:30])[O:31][c:32]1[cH:33][cH:34][cH:35][cH:36][cH:37]1.[K+:22].[K+:23].[NH2:1][c:2]1[cH:3][c:4]([C:18]([CH3:19])([CH3:20])[CH3:21])[n:5][n:6]1-[c:7]1[cH:8][c:9]([C:10](=[O:11])[O:12][CH2:13][CH3:14])[cH:15][cH:16][cH:17]1.[O-:24][C:25]([O-:26])=[O:27]>>[NH:1]([c:2]1[cH:3][c:4]([C:18]([CH3:19])([CH3:20])[CH3:21])[n:5][n:6]1-[c:7]1[cH:8][c:9]([C:10](=[O:11])[O:12][CH2:13][CH3:14])[cH:15][cH:16][cH:17]1)[C:29](=[O:30])[O:31][c:32]1[cH:33][cH:34][cH:35][cH:36][cH:37]1. Yields the product CCOC(=O)C(C(=O)OCC)c1ncccc1[N+](=O)[O-]. Reactants: CCOC(=O)CC(=O)OCC, CS(C)=O, [Cl-], O=[N+]([O-])c1cccnc1Cl, [H-], [NH4+], [Na+]. Reaction SMILES: [C:3]([CH2:4][C:5](=[O:6])[O:7][CH2:8][CH3:9])(=[O:10])[O:11][CH2:12][CH3:13].[CH3:26][S:27]([CH3:28])=[O:29].[Cl-:24].[Cl:14][c:15]1[n:16][cH:17][cH:18][cH:19][c:20]1[N+:21](=[O:22])[O-:23].[H-:1].[NH4+:25].[Na+:2]>>[C:3]([CH:4]([C:5](=[O:6])[O:7][CH2:8][CH3:9])[c:15]1[n:16][cH:17][cH:18][cH:19][c:20]1[N+:21](=[O:22])[O-:23])(=[O:10])[O:11][CH2:12][CH3:13]. The reactants are CCNCC, CCCCO, OCCc1ccc(O)c(-n2nc3ccccc3n2)c1. The product is CCN(CC)Cc1cc(CCO)cc(-n2nc3ccccc3n2)c1O. As a reaction SMILES: [CH2:20]([CH3:21])[NH:22][CH2:23][CH3:24].[CH2:25]([OH:26])[CH2:27][CH2:28][CH3:29].[n:1]1[n:2](-[c:10]2[c:11]([OH:19])[cH:12][cH:13][c:14]([CH2:16][CH2:17][OH:18])[cH:15]2)[n:3][c:4]2[c:5]1[cH:6][cH:7][cH:8][cH:9]2>>[n:1]1[n:2](-[c:10]2[c:11]([OH:19])[c:12]([CH2:25][N:22]([CH2:20][CH3:21])[CH2:23][CH3:24])[cH:13][c:14]([CH2:16][CH2:17][OH:18])[cH:15]2)[n:3][c:4]2[c:5]1[cH:6][cH:7][cH:8][cH:9]2. RXN SMILES: [Br:11][CH:12]=[C:13]1[c:14]2[c:15]([cH:25][cH:26][cH:27][cH:28]2)[CH2:16][CH2:17][c:18]2[c:19]1[cH:20][cH:21][c:22]([Cl:24])[cH:23]2.[c:1]1([CH3:10])[cH:2][c:3]([B:7]([OH:8])[OH:9])[cH:4][cH:5][cH:6]1>>[c:1]1([CH3:10])[cH:2][c:3]([CH:12]=[C:13]2[c:14]3[c:15]([cH:25][cH:26][cH:27][cH:28]3)[CH2:16][CH2:17][c:18]3[c:19]2[cH:20][cH:21][c:22]([Cl:24])[cH:23]3)[cH:4][cH:5][cH:6]1. Yields the product Cc1cccc(C=C2c3ccccc3CCc3cc(Cl)ccc32)c1. The reactants are Clc1ccc2c(c1)CCc1ccccc1C2=CBr, Cc1cccc(B(O)O)c1.